Dataset: the Open Reaction Database (ORD), a public repository of structured organic reaction records. Task: describe an organic reaction: reactants, conditions, products, and yield Reactants: C1(CC1)[C@@H](CC)NC1=NC=NC(=C1N)C1=C(C=C(C=C1)OC)C ((R)-N4-(1-Cyclopropyl-propyl)-6-(4-methoxy-2-methyl-phenyl)-pyrimidine-4,5-diamine), C(C(=O)C)(=O)OCC (ethyl pyruvate). Solvent: C(C)O (ethanol). Conditions: time 18 hour. The product is C1(CC1)[C@@H](CC)N1C(C(=NC=2C(=NC=NC12)C1=C(C=C(C=C1)OC)C)C)=O ((R)-8-(1-Cyclopropyl-propyl)-4-(4-methoxy-2-methyl-phenyl)-6-methyl-8H-pteridin-7-one). As a reaction SMILES: [CH:1]1([C@H:4]([NH:7][C:8]2[C:13]([NH2:14])=[C:12]([C:15]3[CH:20]=[CH:19][C:18]([O:21][CH3:22])=[CH:17][C:16]=3[CH3:23])[N:11]=[CH:10][N:9]=2)[CH2:5][CH3:6])[CH2:3][CH2:2]1.[C:24](OCC)(=[O:28])[C:25]([CH3:27])=O>C(O)C>[CH:1]1([C@H:4]([N:7]2[C:8]3[N:9]=[CH:10][N:11]=[C:12]([C:15]4[CH:20]=[CH:19][C:18]([O:21][CH3:22])=[CH:17][C:16]=4[CH3:23])[C:13]=3[N:14]=[C:25]([CH3:27])[C:24]2=[O:28])[CH2:5][CH3:6])[CH2:3][CH2:2]1. Procedure details: (R)-N4-(1-Cyclopropyl-propyl)-6-(4-methoxy-2-methyl-phenyl)-pyrimidine-4,5-diamine (0.21 g, 0.67 mmol) was diluted in ethanol (7 ml) and ethyl pyruvate was added (0.75 ml, 6.7 mmol). The mixture was stirred for 18 hours at which time the solution was concentrated. After concentrating the solution the product was purified by reverse phase HPLC to yield 2.0 mg of (R)-8-(1-Cyclopropyl-propyl)-4-(4-methoxy-2-methyl-phenyl)-6-methyl-8H-pteridin-7-one (Example 612a). 1H NMR (300 MHz, CDCl3) δ ppm 8.86...